Task: describe an organic reaction: reactants, conditions, products, and yield. Dataset: the Open Reaction Database (ORD), a public repository of structured organic reaction records Reactants: CCOc1cncc(N2CCC3(CCCN3Cc3ccccc3)C2)c1, CCO, Cl, [H][H]. Yields the product CCOc1cncc(N2CCC3(CCCN3)C2)c1. As a reaction SMILES: [CH2:1]([c:2]1[cH:3][cH:4][cH:5][cH:6][cH:7]1)[N:8]1[CH2:9][CH2:10][CH2:11][C:12]12[CH2:13][N:14]([c:17]1[cH:18][n:19][cH:20][c:21]([O:23][CH2:24][CH3:25])[cH:22]1)[CH2:15][CH2:16]2.[CH3:29][CH2:30][OH:31].[ClH:26].[H:27][H:28]>>[NH:8]1[CH2:9][CH2:10][CH2:11][C:12]12[CH2:13][N:14]([c:17]1[cH:18][n:19][cH:20][c:21]([O:23][CH2:24][CH3:25])[cH:22]1)[CH2:15][CH2:16]2. The reactants are O=C([O-])[O-], CC(C)=O, O=C(Cl)c1cccc(Cl)c1, [K+], [K+], O=C1Cc2cc(C(=O)CN3CCNCC3)ccc2N1, O. The product is O=C1Cc2cc(C(=O)CN3CCN(C(=O)c4cccc(Cl)c4)CC3)ccc2N1. Reaction SMILES: [C:20](=[O:21])([O-:22])[O-:23].[CH3:37][C:38](=[O:39])[CH3:40].[Cl:27][c:28]1[cH:29][c:30]([C:31](=[O:32])[Cl:33])[cH:34][cH:35][cH:36]1.[K+:24].[K+:25].[N:1]1([CH2:7][C:8](=[O:9])[c:10]2[cH:11][c:12]3[c:16]([cH:17][cH:18]2)[NH:15][C:14](=[O:19])[CH2:13]3)[CH2:2][CH2:3][NH:4][CH2:5][CH2:6]1.[OH2:26]>>[N:1]1([CH2:7][C:8](=[O:9])[c:10]2[cH:11][c:12]3[c:16]([cH:17][cH:18]2)[NH:15][C:14](=[O:19])[CH2:13]3)[CH2:2][CH2:3][N:4]([C:31]([c:30]2[cH:29][c:28]([Cl:27])[cH:36][cH:35][cH:34]2)=[O:32])[CH2:5][CH2:6]1. Reactants: BrC=1C=C(C=CC1F)C(C=O)(C)C (2-(3-bromo-4-fluorophenyl)-2-methylpropanal), C[Mg+].[Br-] (MeMgBr). The solvent is C1CCOC1 (THF). Conditions: time 1 hour. Product: BrC=1C=C(C=CC1F)C(C(C)O)(C)C (3-(3-bromo-4-fluorophenyl)-3-methylbutan-2-ol). The yield is 66.1%. As a reaction SMILES: [Br:1][C:2]1[CH:3]=[C:4]([C:9]([CH3:13])([CH3:12])[CH:10]=[O:11])[CH:5]=[CH:6][C:7]=1[F:8].[CH3:14][Mg+].[Br-]>C1COCC1>[Br:1][C:2]1[CH:3]=[C:4]([C:9]([CH3:13])([CH3:12])[CH:10]([OH:11])[CH3:14])[CH:5]=[CH:6][C:7]=1[F:8] |f:1.2|. Procedure details: To a stirred solution of 2-(3-bromo-4-fluorophenyl)-2-methylpropanal (27 g, 110 mmol) in anhyd THF (300 mL) at 0° C. was added MeMgBr (3M in ether, 73 mL, 220 mmol, 2 eq) dropwise over 2 h. After stirring 1 h, the reaction was allowed to warm to room temperature, quenched carefully with 1N HCl and extracted with EtOAc. The combined extracts were washed with brine, dried over MgSO4 and evaporated in vacuo. The residue was purified by column chromatography (Hex/EA=10:1) to give 3-(3-bromo-4-fluoro... Reactants: C1(CC1)C(CO)=C(C1=CC=C(C=C1)F)C1=CC=C(C=C1)F (2-cyclopropyl-3,3-bis(4-fluorophenyl)-2-propenol), [Cr](=O)(=O)([O-])Cl.[NH+]1=CC=CC=C1 (pyridinium chlorochromate). Solvent: C(Cl)Cl (methylene chloride). Product: C1(CC1)C(C=O)=C(C1=CC=C(C=C1)F)C1=CC=C(C=C1)F (2-Cyclopropyl-3,3-bis(4-fluorophenyl)-2-propenal). The yield is 35.2%. RXN SMILES: [CH:1]1([C:4](=[C:7]([C:15]2[CH:20]=[CH:19][C:18]([F:21])=[CH:17][CH:16]=2)[C:8]2[CH:13]=[CH:12][C:11]([F:14])=[CH:10][CH:9]=2)[CH2:5][OH:6])[CH2:3][CH2:2]1.[Cr](Cl)([O-])(=O)=O.[NH+]1C=CC=CC=1>C(Cl)Cl>[CH:1]1([C:4](=[C:7]([C:8]2[CH:13]=[CH:12][C:11]([F:14])=[CH:10][CH:9]=2)[C:15]2[CH:20]=[CH:19][C:18]([F:21])=[CH:17][CH:16]=2)[CH:5]=[O:6])[CH2:2][CH2:3]1 |f:1.2|. Procedure: A solution of 2-cyclopropyl-3,3-bis(4-fluorophenyl)-2-propenol (0.3 g, 1.0 mmol) and pyridinium chlorochromate (0.5 g) in 20 mL of methylene chloride was stirred at 25° C for 18 hours during which time a gummy solid formed. The methylene chloride was decanted from the solid and the solution concentrated in vacuo. The residue was stirred with diethyl ether; the diethyl ether was decanted from some insoluble tar and the diethyl ether concentrated in vacuo. The residue was crystallized from petrole... Reactants: Cl.Cl.Cl.N(N)C1=NC(=NC(=C1)C1=CC=CC=C1)C (4-hydrazino-2-methyl-6-phenylpyrimidine trihydrochloride), C(C)(C)N(CC)C(C)C (diisopropylethylamine), CC(=O)C1=CC=C(C=C1)N(C)C (4-dimethylaminoacetophenone). Solvent: C(C)O (ethanol). The product is CN(C1=CC=C(C=C1)C(C)=NNC1=NC(=NC(=C1)C1=CC=CC=C1)C)C (Dimethyl-(4-{1-[(2-methyl-6-phenyl-pyrimidin-4-yl)-hydrazono]ethyl}-phenyl)amine). The yield is 17.9%. RXN SMILES: Cl.Cl.Cl.[NH:4]([C:6]1[CH:11]=[C:10]([C:12]2[CH:17]=[CH:16][CH:15]=[CH:14][CH:13]=2)[N:9]=[C:8]([CH3:18])[N:7]=1)[NH2:5].C(N(C(C)C)CC)(C)C.[CH3:28][C:29]([C:31]1[CH:36]=[CH:35][C:34]([N:37]([CH3:39])[CH3:38])=[CH:33][CH:32]=1)=O>C(O)C>[CH3:38][N:37]([CH3:39])[C:34]1[CH:35]=[CH:36][C:31]([C:29](=[N:5][NH:4][C:6]2[CH:11]=[C:10]([C:12]3[CH:17]=[CH:16][CH:15]=[CH:14][CH:13]=3)[N:9]=[C:8]([CH3:18])[N:7]=2)[CH3:28])=[CH:32][CH:33]=1 |f:0.1.2.3|. Procedure details: To a solution of 4-hydrazino-2-methyl-6-phenylpyrimidine trihydrochloride (300 mg, 0.97 mmol) and diisopropylethylamine (0.17 mL, 0.97 mmol) in ethanol (10 mL) was added 4-dimethylaminoacetophenone (158 mg, 0.97 mmol). The resultant reaction mixture was heated at reflux overnight. The reaction mixture was diluted with dIH2O and the pH was adjusted to 1-2 and washed with ethyl acetate. The pH of the aqueous layer was adjusted to 9-10 and was extracted with ethyl acetate. The combined extracts wer... Starting materials: CO, ClCCl, CC1(C2(c3ccc(N4CC(CN=[N+]=[N-])OC4=O)cc3)CC2)OCCO1. As a reaction SMILES: [CH3:26][OH:27].[Cl:28][CH2:29][Cl:30].[N:1](=[N+:2]=[N-:3])[CH2:4][CH:5]1[CH2:6][N:7]([c:11]2[cH:12][cH:13][c:14]([C:17]3([C:20]4([CH3:25])[O:21][CH2:22][CH2:23][O:24]4)[CH2:18][CH2:19]3)[cH:15][cH:16]2)[C:8](=[O:10])[O:9]1>>[NH2:1][CH2:4][CH:5]1[CH2:6][N:7]([c:11]2[cH:12][cH:13][c:14]([C:17]3([C:20]4([CH3:25])[O:21][CH2:22][CH2:23][O:24]4)[CH2:18][CH2:19]3)[cH:15][cH:16]2)[C:8](=[O:10])[O:9]1. Product: CC1(C2(c3ccc(N4CC(CN)OC4=O)cc3)CC2)OCCO1. The reactants are NC1=CC=C(C(=O)OCC)C=C1 (ethyl p-aminobenzoate), BrCCCC1=CC=CC=C1 ((3-bromopropyl)benzene), CN(P(=O)(N(C)C)N(C)C)C (hexamethylphosphoramide). Solvent: O (water). Yields the product C1(=CC=CC=C1)CCCNC1=CC=C(C(=O)OCC)C=C1 (Ethyl p-[(3-phenylpropyl)amino]benzoate). RXN SMILES: [NH2:1][C:2]1[CH:12]=[CH:11][C:5]([C:6]([O:8][CH2:9][CH3:10])=[O:7])=[CH:4][CH:3]=1.Br[CH2:14][CH2:15][CH2:16][C:17]1[CH:22]=[CH:21][CH:20]=[CH:19][CH:18]=1.CN(C)P(N(C)C)(N(C)C)=O>O>[C:17]1([CH2:16][CH2:15][CH2:14][NH:1][C:2]2[CH:3]=[CH:4][C:5]([C:6]([O:8][CH2:9][CH3:10])=[O:7])=[CH:11][CH:12]=2)[CH:22]=[CH:21][CH:20]=[CH:19][CH:18]=1. Procedure details: A mixture of 33 g. of ethyl p-aminobenzoate, 19.9 g. of (3-bromopropyl)benzene and 80 ml. of hexamethylphosphoramide is heated at 110° C. for 20 hours. The mixture is chilled, diluted with 25 ml. of water, chilled, diluted with 50 ml. of ethanol and filtered. The solid is washed with cold ethanol-water (1:1) to give tan crystals, m.p. 80°-83° C. Two recrystallizations from ethanol give tan crystals, m.p. 87°-89° C. The reactants are COC1=CC=C(CC=2OC3=C(C2C)C(=C(C=C3CN(C)C)CCC)O)C=C1 (2-(p-methoxybenzyl)-3-methyl-4-hydroxy-5-propyl-7-dimethylaminomethylbenzofuran), [BH4-].[Na+] (sodium borohydride), [Cl-].[NH4+] (ammonium chloride). The solvent is C(C)O (ethanol). Product: COC1=CC=C(CC=2OC3=C(C2C)C(=C(C=C3C)CCC)O)C=C1 (2-(p-methoxybenzyl)-3,7-dimethyl-4-hydroxy-5-propylbenzofuran). The yield is 91.3%. RXN SMILES: [CH3:1][O:2][C:3]1[CH:27]=[CH:26][C:6]([CH2:7][C:8]2[O:9][C:10]3[C:17]([CH2:18]N(C)C)=[CH:16][C:15]([CH2:22][CH2:23][CH3:24])=[C:14]([OH:25])[C:11]=3[C:12]=2[CH3:13])=[CH:5][CH:4]=1.[BH4-].[Na+].[Cl-].[NH4+]>C(O)C>[CH3:1][O:2][C:3]1[CH:4]=[CH:5][C:6]([CH2:7][C:8]2[O:9][C:10]3[C:17]([CH3:18])=[CH:16][C:15]([CH2:22][CH2:23][CH3:24])=[C:14]([OH:25])[C:11]=3[C:12]=2[CH3:13])=[CH:26][CH:27]=1 |f:1.2,3.4|. Procedure: To a solution of 2-(p-methoxybenzyl)-3-methyl-4-hydroxy-5-propyl-7-dimethylaminomethylbenzofuran (0.2 gm; 0.54 mmole) in ethanol (5 mL) was added sodium borohydride (0.2 gm, 5.45 mmoles) and the reaction mixture was refluxed for 10 minutes. The reaction mixture was cooled, poured in a saturated solution of ammonium chloride, and extracted with ether. The organic phase was washed with with brine, dried (Na2SO4), and concentrated in vacuo. The residue was chromatographed on silica gel using 20% et... The product is C(C1=CC=CC=C1)OC1=C(C=C(C=C1)C(CN1CCC(CC1)N(C)C)C1(CCCCC1)O)Cl (1-{1-[4-(benzyloxy)-3-chlorophenyl]-2-[4-(dimethylamino)piperidin-1-yl]ethyl}cyclohexanol). Reported procedure: In an analogous manner to Example 36 1-{1-[4-(benzyloxy)-3-chlorophenyl]-2-[4-(dimethylamino)piperidin-1-yl]ethyl}cyclohexanol dihydrochloride was prepared from {2-(4-aminopiperidin-1-yl)-1-[4-(benzyloxy)-3-chlorophenyl]ethyl}cyclohexanol dihydrochloride (See Example 428). MS (ESI) m/z 471; HRMS: calcd for C28H39ClN2O2+H+, 471.27728; found (ESI, [M+H]+), 471.2786. Reaction SMILES: Cl.Cl.[CH2:3]([O:10][C:11]1[CH:16]=[CH:15][C:14]([CH:17]([C:28]2([OH:34])[CH2:33][CH2:32][CH2:31][CH2:30][CH2:29]2)[CH2:18][N:19]2[CH2:24][CH2:23][CH:22]([N:25]([CH3:27])[CH3:26])[CH2:21][CH2:20]2)=[CH:13][C:12]=1[Cl:35])[C:4]1[CH:9]=[CH:8][CH:7]=[CH:6][CH:5]=1.Cl.Cl.NC1CCN(CC(C2(O)CCCCC2)C2C=CC(OCC3C=CC=CC=3)=C(Cl)C=2)CC1>>[CH2:3]([O:10][C:11]1[CH:16]=[CH:15][C:14]([CH:17]([C:28]2([OH:34])[CH2:33][CH2:32][CH2:31][CH2:30][CH2:29]2)[CH2:18][N:19]2[CH2:20][CH2:21][CH:22]([N:25]([CH3:27])[CH3:26])[CH2:23][CH2:24]2)=[CH:13][C:12]=1[Cl:35])[C:4]1[CH:5]=[CH:6][CH:7]=[CH:8][CH:9]=1 |f:0.1.2,3.4.5|. Starting materials: Cl.Cl.C(C1=CC=CC=C1)OC1=C(C=C(C=C1)C(CN1CCC(CC1)N(C)C)C1(CCCCC1)O)Cl (1-{1-[4-(benzyloxy)-3-chlorophenyl]-2-[4-(dimethylamino)piperidin-1-yl]ethyl}cyclohexanol dihydrochloride), Cl.Cl.NC1CCN(CC1)CC(C1=CC(=C(C=C1)OCC1=CC=CC=C1)Cl)C1(CCCCC1)O (1-{2-(4-aminopiperidin-1-yl)-1-[4-(benzyloxy)-3-chlorophenyl]ethyl}cyclohexanol dihydrochloride).